This data is from the Open Reaction Database (ORD), a public repository of structured organic reaction records. The task is: describe an organic reaction: reactants, conditions, products, and yield Reactants: CC(C)(C)[O-], CS(C)=O, O=[N+]([O-])c1ccc(Cl)nc1, Oc1ccc(Cl)c(Cl)c1, [K+]. Yields the product O=[N+]([O-])c1ccc(Oc2ccc(Cl)c(Cl)c2)nc1. RXN SMILES: [CH3:1][C:2]([CH3:3])([O-:4])[CH3:5].[CH3:26][S:27]([CH3:28])=[O:29].[Cl:16][c:17]1[n:18][cH:19][c:20]([N+:23](=[O:24])[O-:25])[cH:21][cH:22]1.[Cl:7][c:8]1[cH:9][c:10]([OH:15])[cH:11][cH:12][c:13]1[Cl:14].[K+:6]>>[Cl:7][c:8]1[cH:9][c:10]([O:15][c:17]2[n:18][cH:19][c:20]([N+:23](=[O:24])[O-:25])[cH:21][cH:22]2)[cH:11][cH:12][c:13]1[Cl:14].